Dataset: the Open Reaction Database (ORD), a public repository of structured organic reaction records. Task: describe an organic reaction: reactants, conditions, products, and yield Reactants: C(C1=CC=CC=C1)N([C@@H]1COC2=CC=CC(=C2C1)B1OC(C(O1)(C)C)(C)C)CC1=CC=CC=C1 ((3S)-N,N-dibenzyl-5-(4,4,5,5-tetramethyl-1,3,2-dioxaborolan -2-yl)chroman-3-amine), BrC1=CN=NC=C1 (4-bromopyridazine). Product: C(C1=CC=CC=C1)N([C@@H]1COC2=CC=CC(=C2C1)C1=CN=NC=C1)CC1=CC=CC=C1 ((3S)-N,N-dibenzyl-5-pyridazin-4-ylchroman-3-amine). The yield is 62.0%. RXN SMILES: [CH2:1]([N:8]([CH2:28][C:29]1[CH:34]=[CH:33][CH:32]=[CH:31][CH:30]=1)[C@H:9]1[CH2:18][C:17]2[C:12](=[CH:13][CH:14]=[CH:15][C:16]=2B2OC(C)(C)C(C)(C)O2)[O:11][CH2:10]1)[C:2]1[CH:7]=[CH:6][CH:5]=[CH:4][CH:3]=1.Br[C:36]1[CH:41]=[CH:40][N:39]=[N:38][CH:37]=1>>[CH2:1]([N:8]([CH2:28][C:29]1[CH:30]=[CH:31][CH:32]=[CH:33][CH:34]=1)[C@H:9]1[CH2:18][C:17]2[C:12](=[CH:13][CH:14]=[CH:15][C:16]=2[C:36]2[CH:41]=[CH:40][N:39]=[N:38][CH:37]=2)[O:11][CH2:10]1)[C:2]1[CH:3]=[CH:4][CH:5]=[CH:6][CH:7]=1. Procedure details: The title compound was synthesized as described for Intermediate example I-48 in 62% yield starting from (3S)-N,N-dibenzyl-5-(4,4,5,5-tetramethyl-1,3,2-dioxaborolan -2-yl)chroman-3-amine and 4-bromopyridazine (1.2 equiv). The reaction was irradiated in microwave at 140° C. for 45 min: 1H NMR (400 MHz, CDCl3) δ ppm 9.26 (dd, 1 H), 9.19-9.22 (m, 1 H), 7.38 (dd, 1 H), 7.26-7.34 (m, 8 H), 7.16-7.25 (m, 3 H), 6.91 (d, 1 H), 6.78 (dd, 1 H), 4.36-4.43 (m, 1 H), 4.06 (t, 1 H), 3.64-3.77 (m, 4 H), 3.15-3...